This data is from the Open Reaction Database (ORD), a public repository of structured organic reaction records. The task is: describe an organic reaction: reactants, conditions, products, and yield Reactants: CC(=O)O, CCO, NNC(=O)C1CC1c1ccc(C2CCCCC2)cc1, O=Cc1cccc2cnccc12. Product: O=C(NN=Cc1cccc2cnccc12)C1CC1c1ccc(C2CCCCC2)cc1. As a reaction SMILES: [CH3:32][C:33](=[O:34])[OH:35].[CH3:36][CH2:37][OH:38].[CH:1]1([c:7]2[cH:8][cH:9][c:10]([CH:13]3[CH:14]([C:16](=[O:17])[NH:18][NH2:19])[CH2:15]3)[cH:11][cH:12]2)[CH2:2][CH2:3][CH2:4][CH2:5][CH2:6]1.[cH:20]1[n:21][cH:22][cH:23][c:24]2[c:25]([CH:30]=[O:31])[cH:26][cH:27][cH:28][c:29]12>>[CH:1]1([c:7]2[cH:8][cH:9][c:10]([CH:13]3[CH:14]([C:16](=[O:17])[NH:18][N:19]=[CH:30][c:25]4[c:24]5[cH:23][cH:22][n:21][cH:20][c:29]5[cH:28][cH:27][cH:26]4)[CH2:15]3)[cH:11][cH:12]2)[CH2:2][CH2:3][CH2:4][CH2:5][CH2:6]1.